This data is from the Open Reaction Database (ORD), a public repository of structured organic reaction records. The task is: describe an organic reaction: reactants, conditions, products, and yield The reactants are IC1=CC=C(C=C1)O (4-iodophenol), Cl.ClCCN1CCOCC1 (4-(2-chloroethyl)morpholine hydrochloride), C([O-])([O-])=O.[K+].[K+] (potassium carbonate). Solvent: C(C)#N (acetonitrile). Reaction conditions: temperature 85 celsius, time 20 hour. Yields the product IC1=CC=C(OCCN2CCOCC2)C=C1 (4-[2-(4-iodo-phenoxy)-ethyl]-morpholine). Reaction SMILES: [I:1][C:2]1[CH:7]=[CH:6][C:5]([OH:8])=[CH:4][CH:3]=1.Cl.Cl[CH2:11][CH2:12][N:13]1[CH2:18][CH2:17][O:16][CH2:15][CH2:14]1.C(=O)([O-])[O-].[K+].[K+]>C(#N)C>[I:1][C:2]1[CH:7]=[CH:6][C:5]([O:8][CH2:11][CH2:12][N:13]2[CH2:18][CH2:17][O:16][CH2:15][CH2:14]2)=[CH:4][CH:3]=1 |f:1.2,3.4.5|. Procedure: A resealable tube was charged with 4-iodophenol 99b (2.50 g, 11.4 mmol), 4-(2-chloroethyl)morpholine hydrochloride (2.14 g, 11.5 mmol), potassium carbonate (7.88 g, 57.0 mmol), and acetonitrile (50 mL). The system was flushed with argon, the tube was sealed, and the mixture stirred at 85° C. for 20 h. The reaction mixture was partitioned between ethyl acetate and water. The aqueous phase was separated and extracted with ethyl acetate. The combined organic phases were washed with saturated aqueou...